From a dataset of the Open Reaction Database (ORD), a public repository of structured organic reaction records. describe an organic reaction: reactants, conditions, products, and yield Reactants: ClC1=NC(=CC(=N1)N1CCC(CC1)C1CCN(CC1)C1=NC=C(N=C1)C)C (1-(2-chloro-6-methylpyrimidin-4-yl)-1′-(5-methylpyrazin-2-yl)-4,4′-bipiperidine), [C-]#N.[K+] (potassium cyanide), C1(=CC=CC=C1)P(CCCCCP(C1=CC=CC=C1)C1=CC=CC=C1)C1=CC=CC=C1 (1,5-bis(dipenylphosphino)pentane), CN(CCN(C)C)C (N,N,N′,N′-tetramethylethylenediamine). The reagents and catalysts are C(C)(=O)[O-].[Pd+2].C(C)(=O)[O-] (palladium(II) acetate). Run in C1(=CC=CC=C1)C (toluene). Reaction conditions: temperature 140 celsius. Product: CC1=NC(=NC(=C1)N1CCC(CC1)C1CCN(CC1)C1=NC=C(N=C1)C)C#N (4-Methyl-6-[1′-(5-methylpyrazin-2-yl)-4,4′-bipiperidin-1-yl]pyrimidine-2-carbonitrile). Reaction SMILES: Cl[C:2]1[N:7]=[C:6]([N:8]2[CH2:13][CH2:12][CH:11]([CH:14]3[CH2:19][CH2:18][N:17]([C:20]4[CH:25]=[N:24][C:23]([CH3:26])=[CH:22][N:21]=4)[CH2:16][CH2:15]3)[CH2:10][CH2:9]2)[CH:5]=[C:4]([CH3:27])[N:3]=1.C1(P(C2C=CC=CC=2)CCCCCP(C2C=CC=CC=2)C2C=CC=CC=2)C=CC=CC=1.[CH3:59][N:60](C)CCN(C)C.[C-]#N.[K+]>C([O-])(=O)C.[Pd+2].C([O-])(=O)C.C1(C)C=CC=CC=1>[CH3:27][C:4]1[CH:5]=[C:6]([N:8]2[CH2:13][CH2:12][CH:11]([CH:14]3[CH2:19][CH2:18][N:17]([C:20]4[CH:25]=[N:24][C:23]([CH3:26])=[CH:22][N:21]=4)[CH2:16][CH2:15]3)[CH2:10][CH2:9]2)[N:7]=[C:2]([C:59]#[N:60])[N:3]=1 |f:3.4,5.6.7|. Procedure: The 1-(2-chloro-6-methylpyrimidin-4-yl)-1′-(5-methylpyrazin-2-yl)-4,4′-bipiperidine (700 mg, 1.8 mmol) was placed in a pressure tube and anhydrous toluene (4 mL) added. To the stirred solution was added: palladium(II) acetate (41 mg, 0.18 mmol), 1,5-bis(dipenylphosphino)pentane (159 mg, 0.36 mmol), N,N,N′,N′-tetramethylethylenediamine (0.11 mL, 0.724 mmol), and potassium cyanide (235 mg, 3.62 mmol). The vessel was degassed with N2, sealed and heated at 140° C. for 16 hours. The mixture was allow... The reactants are ClC(C(=O)OCC)CC1=CC=C(C=C1)OCC1(OC2=CC=CC=C2CC1)C (ethyl 2-chloro-3-[4-(2-methylchroman-2-ylmethoxy)phenyl]propionate), NC(=S)N (thiourea), S1(=O)(=O)CCCC1 (sulfolane), Cl (hydrochloric acid). Run in O (water), COCCO (ethylene glycol monomethyl ether). Conditions: temperature 130 celsius. Yields the product CC1(OC2=CC=CC=C2CC1)COC1=CC=C(CC2C(NC(S2)=O)=O)C=C1 (5-[4-(2-Methylchroman-2-ylmethoxy)benzyl]thiazolidine-2,4-dione). Reaction SMILES: Cl[CH:2]([CH2:8][C:9]1[CH:14]=[CH:13][C:12]([O:15][CH2:16][C:17]2([CH3:27])[CH2:26][CH2:25][C:24]3[C:19](=[CH:20][CH:21]=[CH:22][CH:23]=3)[O:18]2)=[CH:11][CH:10]=1)[C:3](OCC)=[O:4].[NH2:28][C:29](N)=[S:30].S1(CCCC1)(=O)=[O:33].Cl>O.COCCO>[CH3:27][C:17]1([CH2:16][O:15][C:12]2[CH:11]=[CH:10][C:9]([CH2:8][CH:2]3[S:30][C:29](=[O:33])[NH:28][C:3]3=[O:4])=[CH:14][CH:13]=2)[CH2:26][CH2:25][C:24]2[C:19](=[CH:20][CH:21]=[CH:22][CH:23]=2)[O:18]1. Reported procedure: A mixture of 330 mg of ethyl 2-chloro-3-[4-(2-methylchroman-2-ylmethoxy)phenyl]propionate (prepared as described in Preparation 5), 100 mg of thiourea and 1 ml of sulfolane was heated at 130° C. for 5 hours. At the end of this time, 2 ml of ethylene glycol monomethyl ether and 1.5 ml of 2N aqueous hydrochloric acid were added to the reaction mixture, which was then heated under reflux for 4.5 hours. The reaction mixture was then poured into water and extracted with ethyl acetate. The extract was... The reactants are NaBH, CS(=O)(=O)C=1C=C(C=O)C=CC1 (3-methanesulphonyl-benzaldehyde), O (water). Run in C(C)O (ethanol). Run at time 1 hour. Product: CS(=O)(=O)C=1C=C(C=CC1)CO ((3-methanesulphonyl-phenyl)-methanol). As a reaction SMILES: [CH3:1][S:2]([C:5]1[CH:6]=[C:7]([CH:10]=[CH:11][CH:12]=1)[CH:8]=[O:9])(=[O:4])=[O:3].O>C(O)C>[CH3:1][S:2]([C:5]1[CH:6]=[C:7]([CH2:8][OH:9])[CH:10]=[CH:11][CH:12]=1)(=[O:3])=[O:4]. Procedure details: NaBH is added to a solution of 750 mg (4.08 mmol) 3-methanesulphonyl-benzaldehyde in 20 ml ethanol (see P. L. Ornstein, T. J. Bleisch, M. B. Arnold, R. A. Wright, B. G. Johnson, J. P. Tizzano, D. R. Helton, M. J. Kallman, D. D. Schoepp, M. Herin, J. Med. Chem. 1998, 41(3), 358-378 or B. Eistert, W. Schade, H. Selzer, Ber. 1964, 97(5), 1470-81). The reaction mixture is stirred at room temperature for 1 h. The reaction mixture is poured into water and extracted three times with ethyl acetate. The ... The reactants are COc1ccc(P2(=S)SP(=S)(c3ccc(OC)cc3)S2)cc1, Cc1ccccc1, CC(=O)Nc1ccc(Oc2ccccc2)cc1. Product: CC(=S)Nc1ccc(Oc2ccccc2)cc1. Reaction SMILES: [CH3:18][O:19][c:20]1[cH:21][cH:22][c:23]([P:24]2(=[S:27])[S:25][P:26]([c:28]3[cH:29][cH:30][c:31]([O:32][CH3:33])[cH:34][cH:35]3)(=[S:36])[S:37]2)[cH:38][cH:39]1.[CH3:40][c:41]1[cH:42][cH:43][cH:44][cH:45][cH:46]1.[O:1]([c:2]1[cH:3][cH:4][cH:5][cH:6][cH:7]1)[c:8]1[cH:9][cH:10][c:11]([NH:14][C:15]([CH3:16])=[O:17])[cH:12][cH:13]1>>[O:1]([c:2]1[cH:3][cH:4][cH:5][cH:6][cH:7]1)[c:8]1[cH:9][cH:10][c:11]([NH:14][C:15]([CH3:16])=[S:27])[cH:12][cH:13]1.